From a dataset of the Open Reaction Database (ORD), a public repository of structured organic reaction records. describe an organic reaction: reactants, conditions, products, and yield Starting materials: ice water, NC1=C(C=C(C=C1[N+](=O)[O-])Br)C(F)(F)F (2-amino-5-bromo-3-nitrobenzotrifluoride), Cl[Sn]Cl (SnCl2), O (H2O), C(=O)(O)[O-].[Na+] (NaHCO3). Solvent: C(C)O (ethanol). Conditions: temperature 90 celsius. Yields the product NC1=C(C=C(C=C1N)Br)C(F)(F)F (2,3-diamino-5-bromobenzotrifluoride). Isolated yield 62.0%. Reaction SMILES: [NH2:1][C:2]1[C:7]([N+:8]([O-])=O)=[CH:6][C:5]([Br:11])=[CH:4][C:3]=1[C:12]([F:15])([F:14])[F:13].Cl[Sn]Cl.O.C([O-])(O)=O.[Na+]>C(O)C>[NH2:1][C:2]1[C:7]([NH2:8])=[CH:6][C:5]([Br:11])=[CH:4][C:3]=1[C:12]([F:15])([F:13])[F:14] |f:3.4|. Procedure details: To a stirred mixture of 2-amino-5-bromo-3-nitrobenzotrifluoride (261 mg, 0.949 mmol) in ethanol (4 mL) was added SnCl2.2 H2O (1.076 g, 4.745 mmol) in one portion. The mixture was refluxed at 80° C. (oil bath 90° C.) for 1 h. The solution was cooled to room temperature and ice water (20 g) was added. It was adjusted to pH=7 with NaHCO3 and extracted by ethyl acetate (2×4 mL). The extract was dried over Mg2SO4 and evaporated to give 150 mg (64.6%) of 2,3-diamino-5-bromobenzotrifluoride as a brown ...